Dataset: the Open Reaction Database (ORD), a public repository of structured organic reaction records. Task: describe an organic reaction: reactants, conditions, products, and yield RXN SMILES: [C:1]([O:2][C:3](=[O:4])[NH:7][CH2:8][C:9]([CH3:10])([c:11]1[cH:12][cH:13][c:14]([CH2:17][C:18]([c:19]2[cH:20][nH:21][c:22]3[cH:23][cH:24][cH:25][cH:26][c:27]3[c:28]2=[O:29])=[O:30])[cH:15][cH:16]1)[CH3:31])([CH3:5])([CH3:6])[CH3:32].[Cl:42][CH2:43][Cl:44].[F:33][C:34]([F:35])([F:36])[C:37]([OH:38])=[O:39].[Na+:41].[OH-:40]>>[NH2:7][CH2:8][C:9]([CH3:10])([c:11]1[cH:12][cH:13][c:14]([CH2:17][C:18]([c:19]2[cH:20][nH:21][c:22]3[cH:23][cH:24][cH:25][cH:26][c:27]3[c:28]2=[O:29])=[O:30])[cH:15][cH:16]1)[CH3:31]. Yields the product CC(C)(CN)c1ccc(CC(=O)c2c[nH]c3ccccc3c2=O)cc1. Reactants: CC(C)(C)OC(=O)NCC(C)(C)c1ccc(CC(=O)c2c[nH]c3ccccc3c2=O)cc1, ClCCl, O=C(O)C(F)(F)F, [Na+], [OH-]. The reactants are CCOCC, ClC(Cl)Cl, Cl, Cc1ccccc1-c1cc(N2CCOCC2O)ncc1N(C)C(=O)C(C)(C)c1cc(C(F)(F)F)cc(C(F)(F)F)c1. The product is Cc1ccccc1-c1cc(N2C=COCC2)ncc1N(C)C(=O)C(C)(C)c1cc(C(F)(F)F)cc(C(F)(F)F)c1. RXN SMILES: [CH3:47][CH2:48][O:49][CH2:50][CH3:51].[CH:43]([Cl:44])([Cl:45])[Cl:46].[ClH:42].[F:1][C:2]([c:3]1[cH:4][c:5]([C:13]([C:14](=[O:15])[N:16]([CH3:17])[c:18]2[cH:19][n:20][c:21]([N:31]3[CH:32]([OH:37])[CH2:33][O:34][CH2:35][CH2:36]3)[cH:22][c:23]2-[c:24]2[c:25]([CH3:30])[cH:26][cH:27][cH:28][cH:29]2)([CH3:38])[CH3:39])[cH:6][c:7]([C:9]([F:10])([F:11])[F:12])[cH:8]1)([F:40])[F:41]>>[F:1][C:2]([c:3]1[cH:4][c:5]([C:13]([C:14](=[O:15])[N:16]([CH3:17])[c:18]2[cH:19][n:20][c:21]([N:31]3[CH:32]=[CH:33][O:34][CH2:35][CH2:36]3)[cH:22][c:23]2-[c:24]2[c:25]([CH3:30])[cH:26][cH:27][cH:28][cH:29]2)([CH3:38])[CH3:39])[cH:6][c:7]([C:9]([F:10])([F:11])[F:12])[cH:8]1)([F:40])[F:41]. Starting materials: COC1=CC(=C(C=C1)CN1CCCCC1)CN1CCCCC1 (1,1'-[4-methoxy-1,2-phenylenebis(methylene)]bispiperidine), diamine, C(\C=C/C(=O)O)(=O)O (maleic acid). The solvent is C(C)OCC (diethyl ether), C(C)OCC (diethyl ether). Product: C(\C=C/C(=O)O)(=O)O.C(\C=C/C(=O)O)(=O)O.COC1=CC(=C(C=C1)CN1CCCCC1)CN1CCCCC1 (1,1'-[4-methoxy-1,2-phenylenebis(methylene)]bispiperidine dimaleate). RXN SMILES: [CH3:1][O:2][C:3]1[CH:8]=[CH:7][C:6]([CH2:9][N:10]2[CH2:15][CH2:14][CH2:13][CH2:12][CH2:11]2)=[C:5]([CH2:16][N:17]2[CH2:22][CH2:21][CH2:20][CH2:19][CH2:18]2)[CH:4]=1.[C:23]([OH:30])(=[O:29])/[CH:24]=[CH:25]\[C:26]([OH:28])=[O:27]>C(OCC)C>[C:23]([OH:30])(=[O:29])/[CH:24]=[CH:25]\[C:26]([OH:28])=[O:27].[C:23]([OH:30])(=[O:29])/[CH:24]=[CH:25]\[C:26]([OH:28])=[O:27].[CH3:1][O:2][C:3]1[CH:8]=[CH:7][C:6]([CH2:9][N:10]2[CH2:11][CH2:12][CH2:13][CH2:14][CH2:15]2)=[C:5]([CH2:16][N:17]2[CH2:22][CH2:21][CH2:20][CH2:19][CH2:18]2)[CH:4]=1 |f:3.4.5|. Procedure details: The crude diamine base (3.0 g.) was then purified by dissolution in chloroform, followed by extraction of the latter solution with ice-cold 3 N aqueous hydrochloric acid. The combined acidified aqueous layers were then basified (with the aid of ice-cooling) and the resulting organic base back extracted into chloroform, using four-100 ml. portions of the latter solvent. After drying over anhydrous magnesium sulfate and filtering, there was ultimately obtained a clear chloroform solution that was ... The product is C(C)(=O)OC=1C=C2C(=C(NC2=CC1)C(=O)OCC)Cl (Ethyl 5-acetoxy-3-chloroindole-2-carboxylate). The solvent is ClCCl (dichloromethane). Procedure details: A solution of ethyl 5-acetoxyindole-2-carboxylate (500 mg) in dichloromethane (10 ml) was stirred at room temperature in the presence of N-chlorosuccinimide (297 mg) and potassium carbonate (279 mg) overnight. The resulting precipitate was collected by filtration, washed with cold dichloromethane followed by water and dried under vacuum overnight to give the desired product as a white powder (425 mg, 75%). NMR: δ 1.35 (t,3H), 2.25 (s,3H), 4.4 (q,2H), 7.1 (d,1H), 7.3 (s, 1H), 7.5 (d, 1H), 12.2 (s... Yield: 74.6%. Reaction SMILES: [C:1]([O:4][C:5]1[CH:6]=[C:7]2[C:11](=[CH:12][CH:13]=1)[NH:10][C:9]([C:14]([O:16][CH2:17][CH3:18])=[O:15])=[CH:8]2)(=[O:3])[CH3:2].[Cl:19]N1C(=O)CCC1=O.C(=O)([O-])[O-].[K+].[K+]>ClCCl>[C:1]([O:4][C:5]1[CH:6]=[C:7]2[C:11](=[CH:12][CH:13]=1)[NH:10][C:9]([C:14]([O:16][CH2:17][CH3:18])=[O:15])=[C:8]2[Cl:19])(=[O:3])[CH3:2] |f:2.3.4|. The reactants are C(C)(=O)OC=1C=C2C=C(NC2=CC1)C(=O)OCC (ethyl 5-acetoxyindole-2-carboxylate), ClN1C(CCC1=O)=O (N-chlorosuccinimide), C([O-])([O-])=O.[K+].[K+] (potassium carbonate). The reactants are BrCc1ccccc1, [H-], [Na+], CN(C)C=O, O=C(O)CCc1ccc(O)cc1. Yields the product O=C(O)CCc1ccc(OCc2ccccc2)cc1. RXN SMILES: [Br:15][CH2:16][c:17]1[cH:18][cH:19][cH:20][cH:21][cH:22]1.[H-:14].[Na+:13].[O:23]=[CH:24][N:25]([CH3:26])[CH3:27].[OH:1][C:2](=[O:3])[CH2:4][CH2:5][c:6]1[cH:7][cH:8][c:9]([OH:10])[cH:11][cH:12]1>>[OH:1][C:2](=[O:3])[CH2:4][CH2:5][c:6]1[cH:7][cH:8][c:9]([O:10][CH2:16][c:17]2[cH:18][cH:19][cH:20][cH:21][cH:22]2)[cH:11][cH:12]1.